This data is from the Open Reaction Database (ORD), a public repository of structured organic reaction records. The task is: describe an organic reaction: reactants, conditions, products, and yield The reactants are OC1=CC=CC2=C(C=CC=C12)OC (1-hydroxy-5-methoxynaphthalene), BrC1=CC=CC=C1 (bromobenzene), C([O-])([O-])=O.[K+].[K+] (potassium carbonate), 24.g, BrC1=CC=CC=C1 (bromobenzene). The reagents and catalysts are [Cu-]=O (copper(I)oxide), [Cu]=O (copper oxide). The solvent is N1=CC=CC=C1 (pyridine). Run at time 16 hour. The product is COC1=CC=CC2=C(C=CC=C12)OC1=CC=CC=C1 (1-methoxy-5-phenoxynaphthalene). Isolated yield 11.0%. RXN SMILES: [OH:1][C:2]1[C:11]2[C:6](=[C:7]([O:12][CH3:13])[CH:8]=[CH:9][CH:10]=2)[CH:5]=[CH:4][CH:3]=1.Br[C:15]1[CH:20]=[CH:19][CH:18]=[CH:17][CH:16]=1.C(=O)([O-])[O-].[K+].[K+]>N1C=CC=CC=1.[Cu-]=O.[Cu]=O>[CH3:13][O:12][C:7]1[C:6]2[C:11](=[C:2]([O:1][C:15]3[CH:20]=[CH:19][CH:18]=[CH:17][CH:16]=3)[CH:3]=[CH:4][CH:5]=2)[CH:10]=[CH:9][CH:8]=1 |f:2.3.4|. Procedure: In a 3-neck flask fitted with a mechanical stirrer, 26.1 g of the 1-hydroxy-5-methoxynaphthalene prepared as above was treated with 16 ml bromobenzene, 41.4 g potassium carbonate, and 24.g of copper(I)oxide in 300 ml pyridine at reflux under argone. After 16 hours, an additional 3.2 mL of bromobenzene and 4.8 g of copper oxide were added and the reaction was continued for 4 hours. The reaction was cooled and filtered over supercel with an ethyl acetate washing. The combined filtrate was concentr... Starting materials: ClC1=CC(=C(C=C1OC)NC(CCl)=O)F (N-(4-chloro-2-fluoro-5-methoxyphenyl)-2-chloroacetamide), P(Cl)(Cl)(Cl)(Cl)Cl (phosphorus pentachloride), P(=O)(Cl)(Cl)Cl (phosphorus oxychloride). Run at time 1 hour. Yields the product ClC1=CC(=C(C=C1OC)N=C(CCl)Cl)F (N-(4-chloro-2-fluoro-5-methoxyphenyl)-2-chloroacetimidoylchloride). Isolated yield 78.3%. Reaction SMILES: [Cl:1][C:2]1[C:7]([O:8][CH3:9])=[CH:6][C:5]([NH:10][C:11](=O)[CH2:12][Cl:13])=[C:4]([F:15])[CH:3]=1.P(Cl)(Cl)(Cl)(Cl)[Cl:17].P(Cl)(Cl)(Cl)=O>>[Cl:1][C:2]1[C:7]([O:8][CH3:9])=[CH:6][C:5]([N:10]=[C:11]([Cl:17])[CH2:12][Cl:13])=[C:4]([F:15])[CH:3]=1. Reported procedure: First, 2.00 g of N-(4-chloro-2-fluoro-5-methoxyphenyl)-2-chloroacetamide was mixed with 1.66 g of phosphorus pentachloride, and the stirring was continued for 1.0 hr at 60° C. After letting the mixture stand to cool the same, the produced phosphorus oxychloride was distilled out under reduced pressure. Then, the residue was refined by vacuum distillation to obtain 1.68 g of N-(4-chloro-2-fluoro-5-methoxyphenyl)-2-chloroacetimidoylchloride. The boiling point was 121° C./0.5 mm Hg. The product is Cl.CNCC1CCCC2=C(C=CC=C12)OC (1-((N-Methylamino)methyl)-5-methoxytetralin hydrochloride). Starting materials: Cl (HCl), C(=O)NCC1CCCC2=C(C=CC=C12)OC (1-((N-Formylamino)methyl)-5-methoxytetralin), solution. Procedure details: The product from Example 16 (3.8 g) in dry THF (80 ml) was treated with 1M solution of BH3 in THF (38 ml). After the addition was complete, the reaction was heated at reflux for 1 hr, followed by cooling. The reaction was treated with saturated methanolic HCl (30 ml), heated at reflux for 1 hr and concentrated to afford a solid. Crystallization from Et2O/CH3OH afforded 4.1 g of desired product. Anal. calcd. for C13H20C1NO: C, 64.59; H, 8.34; N, 5.79. Found: C, 64.68; H, 8.49; N, 5.78. The solvent is C1CCOC1 (THF), C1CCOC1 (THF). RXN SMILES: [CH:1]([NH:3][CH2:4][CH:5]1[C:14]2[C:9](=[C:10]([O:15][CH3:16])[CH:11]=[CH:12][CH:13]=2)[CH2:8][CH2:7][CH2:6]1)=O.[ClH:17]>C1COCC1>[ClH:17].[CH3:1][NH:3][CH2:4][CH:5]1[C:14]2[C:9](=[C:10]([O:15][CH3:16])[CH:11]=[CH:12][CH:13]=2)[CH2:8][CH2:7][CH2:6]1 |f:3.4|. Reactants: O=C([O-])[O-], CC#N, COc1ccc([N+](=O)[O-])c(Cl)n1, [K+], [K+], CC(C)(C)OC(=O)NC1CCN(CCN)CC1, CN(C)C=O. The product is COc1ccc([N+](=O)[O-])c(NCCN2CCC(NC(=O)OC(C)(C)C)CC2)n1. Reaction SMILES: [C:30](=[O:31])([O-:32])[O-:33].[CH3:36][C:37]#[N:38].[Cl:1][c:2]1[n:3][c:4]([O:11][CH3:12])[cH:5][cH:6][c:7]1[N+:8](=[O:9])[O-:10].[K+:34].[K+:35].[NH2:13][CH2:14][CH2:15][N:16]1[CH2:17][CH2:18][CH:19]([NH:22][C:23]([O:24][C:25]([CH3:26])([CH3:27])[CH3:28])=[O:29])[CH2:20][CH2:21]1.[O:39]=[CH:40][N:41]([CH3:42])[CH3:43]>>[c:2]1([NH:13][CH2:14][CH2:15][N:16]2[CH2:17][CH2:18][CH:19]([NH:22][C:23]([O:24][C:25]([CH3:26])([CH3:27])[CH3:28])=[O:29])[CH2:20][CH2:21]2)[n:3][c:4]([O:11][CH3:12])[cH:5][cH:6][c:7]1[N+:8](=[O:9])[O-:10]. Reactants: C=C(Cl)COc1ccccc1S(N)(=O)=O, Cl. Yields the product C=C=COc1ccccc1S(N)(=O)=O. RXN SMILES: [Cl:1][C:2]([CH2:3][O:4][c:5]1[c:6]([S:11](=[O:12])(=[O:13])[NH2:14])[cH:7][cH:8][cH:9][cH:10]1)=[CH2:15].[ClH:16]>>[C:2](=[CH:3][O:4][c:5]1[c:6]([S:11](=[O:12])(=[O:13])[NH2:14])[cH:7][cH:8][cH:9][cH:10]1)=[CH2:15]. Reactants: COc1ccc(SCc2nc(NC(=O)OC(C)(C)C)sc2F)cc1, C[Al](C)C, Cc1ccccc1, NCc1cccc(F)c1, [Na+], [OH-], O. Product: COc1ccc(SCc2nc(NC(=O)NCc3cccc(F)c3)sc2F)cc1. RXN SMILES: [C:14]([CH3:16])([CH3:17])([O:18][C:19](=[O:15])[NH:20][c:21]1[s:22][c:23]([F:36])[c:24]([CH2:26][S:27][c:28]2[cH:29][cH:30][c:31]([O:34][CH3:35])[cH:32][cH:33]2)[n:25]1)[CH3:37].[CH3:1][Al:2]([CH3:3])[CH3:4].[CH3:40][c:41]1[cH:42][cH:43][cH:44][cH:45][cH:46]1.[F:5][c:6]1[cH:7][c:8]([CH2:9][NH2:10])[cH:11][cH:12][cH:13]1.[Na+:39].[OH-:38].[OH2:47]>>[F:5][c:6]1[cH:7][c:8]([CH2:9][NH:10][C:19](=[O:18])[NH:20][c:21]2[s:22][c:23]([F:36])[c:24]([CH2:26][S:27][c:28]3[cH:29][cH:30][c:31]([O:34][CH3:35])[cH:32][cH:33]3)[n:25]2)[cH:11][cH:12][cH:13]1. Starting materials: [Si](C)(C)(C(C)(C)C)OCCCC1=CC=C(OCC#CC2C(COC3=CC(=CC=C23)OCOC)(C)C2=CC=C(C=C2)OCOC)C=C1 (4-{3-[4-(3-t-butyldimethylsilyloxypropyl)phenoxy]-1-propynyl}-7-methoxymethyloxy-3-(4-methoxymethyloxyphenyl)-3-methylchroman), [Si](C)(C)(C(C)(C)C)OCCCCCCCCCC1C(CSC2=CC(=CC=C12)OC)(C)C1=CC=C(C=C1)OC (4-[9-(t-butyldimethylsilyloxy)-1-nonyl]-7-methoxy-3-(4-methoxyphenyl)-3-methylthiochroman). Yields the product [Si](C)(C)(C(C)(C)C)OCCCC1=CC=C(OCCCC2C(COC3=CC(=CC=C23)OCOC)(C)C2=CC=C(C=C2)OCOC)C=C1 ((3RS,4RS)4-{3-[4-(3-t-butyldimethylsilyloxypropyl)phenoxy]-1-propyl}-7-methoxymethyloxy-3-(4-methoxymethyloxyphenyl)-3-methylchroman). Reaction SMILES: [Si:1]([O:8][CH2:9][CH2:10][CH2:11][C:12]1[CH:46]=[CH:45][C:15]([O:16][CH2:17][C:18]#[C:19][CH:20]2[C:29]3[C:24](=[CH:25][C:26]([O:30][CH2:31][O:32][CH3:33])=[CH:27][CH:28]=3)[O:23][CH2:22][C:21]2([C:35]2[CH:40]=[CH:39][C:38]([O:41][CH2:42][O:43][CH3:44])=[CH:37][CH:36]=2)[CH3:34])=[CH:14][CH:13]=1)([C:4]([CH3:7])([CH3:6])[CH3:5])([CH3:3])[CH3:2].[Si](OCCCCCCCCCC1C2C(=CC(OC)=CC=2)SCC1(C1C=CC(OC)=CC=1)C)(C(C)(C)C)(C)C>>[Si:1]([O:8][CH2:9][CH2:10][CH2:11][C:12]1[CH:13]=[CH:14][C:15]([O:16][CH2:17][CH2:18][CH2:19][CH:20]2[C:29]3[C:24](=[CH:25][C:26]([O:30][CH2:31][O:32][CH3:33])=[CH:27][CH:28]=3)[O:23][CH2:22][C:21]2([C:35]2[CH:36]=[CH:37][C:38]([O:41][CH2:42][O:43][CH3:44])=[CH:39][CH:40]=2)[CH3:34])=[CH:45][CH:46]=1)([C:4]([CH3:7])([CH3:6])[CH3:5])([CH3:3])[CH3:2]. Procedure: The title compound was prepared from 4-{3-[4-(3-t-butyldimethylsilyloxypropyl)phenoxy]-1-propynyl}-7-methoxymethyloxy-3-(4-methoxymethyloxyphenyl)-3-methylchroman according to the same method for the synthesis of 4-[9-(t-butyldimethylsilyloxy)-1-nonyl]-7-methoxy-3-(4-methoxyphenyl)-3-methylthiochroman described in International Patent Appln. No. PCT/KR97/00265.